This data is from the Open Reaction Database (ORD), a public repository of structured organic reaction records. The task is: describe an organic reaction: reactants, conditions, products, and yield The reactants are CC(C)(C)OC(=O)N1CCC(N)CC1, O=C(O)c1c[nH]c2c(-c3ccccc3OCC3CC3)ncnc12. The product is CC(C)(C)OC(=O)N1CCC(NC(=O)c2c[nH]c3c(-c4ccccc4OCC4CC4)ncnc23)CC1. As a reaction SMILES: [C:24]([CH3:25])([CH3:26])([CH3:27])[O:28][C:29](=[O:30])[N:31]1[CH2:32][CH2:33][CH:34]([NH2:37])[CH2:35][CH2:36]1.[CH:1]1([CH2:4][O:5][c:6]2[c:7](-[c:12]3[c:13]4[c:14]([n:15][cH:16][n:17]3)[c:18]([C:21](=[O:22])[OH:23])[cH:19][nH:20]4)[cH:8][cH:9][cH:10][cH:11]2)[CH2:2][CH2:3]1>>[CH:1]1([CH2:4][O:5][c:6]2[c:7](-[c:12]3[c:13]4[c:14]([n:15][cH:16][n:17]3)[c:18]([C:21](=[O:22])[NH:37][CH:34]3[CH2:33][CH2:32][N:31]([C:29]([O:28][C:24]([CH3:25])([CH3:26])[CH3:27])=[O:30])[CH2:36][CH2:35]3)[cH:19][nH:20]4)[cH:8][cH:9][cH:10][cH:11]2)[CH2:2][CH2:3]1.